Dataset: the Open Reaction Database (ORD), a public repository of structured organic reaction records. Task: describe an organic reaction: reactants, conditions, products, and yield Starting materials: CI, [H-], [Na+], C1CCOC1, COc1ccc(COCC(Cn2ccnc2)OCCCCCCO)cc1. Product: COCCCCCCOC(COCc1ccc(OC)cc1)Cn1ccnc1. Reaction SMILES: [CH3:29][I:30].[H-:27].[Na+:28].[O:31]1[CH2:32][CH2:33][CH2:34][CH2:35]1.[OH:1][CH2:2][CH2:3][CH2:4][CH2:5][CH2:6][CH2:7][O:8][CH:9]([CH2:10][n:11]1[cH:12][n:13][cH:14][cH:15]1)[CH2:16][O:17][CH2:18][c:19]1[cH:20][cH:21][c:22]([O:25][CH3:26])[cH:23][cH:24]1>>[O:1]([CH2:2][CH2:3][CH2:4][CH2:5][CH2:6][CH2:7][O:8][CH:9]([CH2:10][n:11]1[cH:12][n:13][cH:14][cH:15]1)[CH2:16][O:17][CH2:18][c:19]1[cH:20][cH:21][c:22]([O:25][CH3:26])[cH:23][cH:24]1)[CH3:29]. Starting materials: C(C)(=O)OC1=CC(=CC=2OC(C3=C(C21)CC(CC3)C)(C)C)C(C(CCCCC)C)C (1-acetoxy-3-(1,2-dimethylheptyl)-7,8,9,10-tetrahydro-6,6,9-trimethyl-6H-dibenzo[ b,d]pyran), C(C)(=O)O (acetic acid), C(Cl)(Cl)Cl (chloroform), ceric ammonium nitrate, C(C)(=O)O (acetic acid). Product: C(C)(=O)OC1=CC(=CC=2OC(C3=C(C21)CC(CC3=O)C)(C)C)C(C(CCCCC)C)C (1-Acetoxy-3-(1,2-dimethylheptyl)-7-oxo-7,8,9,10-tetrahydro-6,6,9-trimethyl-6H-dibenzo[ b,d]pyran). Reaction SMILES: [C:1]([O:4][C:5]1[C:14]2[C:13]3[CH2:15][CH:16]([CH3:19])[CH2:17][CH2:18][C:12]=3[C:11]([CH3:21])([CH3:20])[O:10][C:9]=2[CH:8]=[C:7]([CH:22]([CH3:30])[CH:23]([CH3:29])[CH2:24][CH2:25][CH2:26][CH2:27][CH3:28])[CH:6]=1)(=[O:3])[CH3:2].C(Cl)(Cl)Cl.C(O)(=[O:37])C>>[C:1]([O:4][C:5]1[C:14]2[C:13]3[CH2:15][CH:16]([CH3:19])[CH2:17][C:18](=[O:37])[C:12]=3[C:11]([CH3:20])([CH3:21])[O:10][C:9]=2[CH:8]=[C:7]([CH:22]([CH3:30])[CH:23]([CH3:29])[CH2:24][CH2:25][CH2:26][CH2:27][CH3:28])[CH:6]=1)(=[O:3])[CH3:2]. Procedure: To a stirring mixture of 1-acetoxy-3-(1,2-dimethylheptyl)-7,8,9,10-tetrahydro-6,6,9-trimethyl-6H-dibenzo[ b,d]pyran (5.21 g., 12.6 mmole) in 35 ml. of 50% acetic acid and 10 ml. of chloroform under a nitrogen atmosphere, was added dropwise a solution of ceric ammonium nitrate (27.63 g., 50.4 mmole) in 70 ml. of 50% acetic acid. After the addition was complete, the reaction mixture was stirred over a steam bath. After 3 hours the mixture was poured onto ice with stirring. It was extracted into et... Starting materials: C1(=CC=C(C=C1)S(=O)(=O)Cl)C (p-toluenesulfonyl chloride), COC([C@H]1N(C[C@H](C1)O)C(=O)OC(C)(C)C)=O (N-tert-butoxycarbonyl-cis-4-hydroxy-L-proline methyl ester). The reagents and catalysts are CN(C1=CC=NC=C1)C (4-Dimethylaminopyridine). Solvent: ClCCl (dichloromethane). Run at time 16 hour. The product is COC([C@H]1N(C[C@H](C1)OS(=O)(=O)C1=CC=C(C=C1)C)C(=O)OC(C)(C)C)=O (N-tert-Butoxycarbonyl-cis-4-(p-Toluenesulfonyloxy)-L-Proline Methyl Ester). Yield: 69.0%. Reaction SMILES: [C:1]1([CH3:11])[CH:6]=[CH:5][C:4]([S:7](Cl)(=[O:9])=[O:8])=[CH:3][CH:2]=1.[CH3:12][O:13][C:14](=[O:28])[C@@H:15]1[CH2:19][C@H:18]([OH:20])[CH2:17][N:16]1[C:21]([O:23][C:24]([CH3:27])([CH3:26])[CH3:25])=[O:22]>CN(C)C1C=CN=CC=1.ClCCl>[CH3:12][O:13][C:14](=[O:28])[C@@H:15]1[CH2:19][C@H:18]([O:20][S:7]([C:4]2[CH:5]=[CH:6][C:1]([CH3:11])=[CH:2][CH:3]=2)(=[O:9])=[O:8])[CH2:17][N:16]1[C:21]([O:23][C:24]([CH3:25])([CH3:27])[CH3:26])=[O:22]. Procedure details: 4-Dimethylaminopyridine (2.28 g) and p-toluenesulfonyl chloride (2.66 g) were added to a cold (0° C.) stirred solution of N-tert-butoxycarbonyl-cis-4-hydroxy-L-proline methyl ester (J, 2.76 g) in dichloromethane (50 mL). After stirring at room temperature for 16 hr, the solvent was removed in vacuo. The residue was diluted with ethyl acetate, and washed with 0.5 M saturated citric acid, water, and brine. The organic layer was dried over anhydrous sodium sulfate and evaporated in vacuo to give th... Reactants: C(C1=CC=CC=C1)OC(N[C@@H](CO)C1=C(C=C(C=C1)OCC1=CC=CC=C1)OC)=O ([(R)-1-(4-Benzyloxy-2-methoxy-phenyl)-2-hydroxy-ethyl]-carbamic acid benzyl ester). The reagents and catalysts are [Pd] (Pd/C). Solvent: CO.CCOC(=O)C (MeOH EtOAc). Conditions: time 8 hour. The product is N[C@@H](CO)C1=C(C=C(C=C1)O)OC (4-((R)-1-Amino-2-hydroxy-ethyl)-3-methoxy-phenol). Yield: 99.9%. Reaction SMILES: C(OC(=O)[NH:10][C@H:11]([C:14]1[CH:19]=[CH:18][C:17]([O:20]CC2C=CC=CC=2)=[CH:16][C:15]=1[O:28][CH3:29])[CH2:12][OH:13])C1C=CC=CC=1>CO.CCOC(C)=O.[Pd]>[NH2:10][C@H:11]([C:14]1[CH:19]=[CH:18][C:17]([OH:20])=[CH:16][C:15]=1[O:28][CH3:29])[CH2:12][OH:13] |f:1.2|. Procedure details: A mixture of [(R)-1-(4-Benzyloxy-2-methoxy-phenyl)-2-hydroxy-ethyl]-carbamic acid benzyl ester (1.2 g, 2.96 mmol) and Pd/C (120 mg) in MeOH/EtOAc (5:1, 10 mL) was stirred under H2 (1 atm) for overnight. The mixture was filtered and the filtrate was concentrated to give the titled compound (542 mg, 100%). Reactants: C1[C@H]([C@@H]([C@H]([C@@H]([C@H]1N)O[C@@H]2[C@@H]([C@H]([C@@H]([C@H](O2)CN)O)O)O)O)O[C@@H]3[C@@H]([C@H]([C@@H]([C@H](O3)CO)O)N)O)N (kanamycin), N[C@@H](CC(C)C)C(=O)O (L-leucine), N[C@@H](CC(C)C)C(=O)O (L-leucine), N[C@@H](CCCNC(N)=N)C(=O)O (L-arginine), L-m-fluorophenylalanine, OP(=O)(O)[O-].[K+] (KH2PO4), OP(=O)([O-])[O-].[K+].[K+] (K2HPO4), (NH4)2SO4, C(CC(O)(C(=O)[O-])CC(=O)[O-])(=O)[O-].[Na+].[Na+].[Na+] (sodium citrate), MgSO4.7H2O, O=C[C@H](O)[C@@H](O)[C@H](O)[C@H](O)CO (glucose). Run at time 3 day. The product is N[C@@H](CC1=CC=CC=C1)C(=O)O (phenylalanine). RXN SMILES: [CH2:1]1[C@H:6](N)[C@@H:5](O[C@H]2O[C@H](CN)[C@@H](O)[C@H](O)[C@H]2O)[C@H:4](O)[C@@H:3](O[C@H]2O[C@H](CO)[C@@H](O)[C@H](N)[C@H]2O)[C@@H:2]1N.[NH2:34][C@H:35]([C:40]([OH:42])=[O:41])[CH2:36]C(C)C.N[C@H](C(O)=O)CCCNC(=N)N.OP([O-])(O)=O.[K+].OP([O-])([O-])=O.[K+].[K+].C([O-])(=O)CC(CC([O-])=O)(C([O-])=O)O.[Na+].[Na+].[Na+].O=C[C@@H]([C@H]([C@@H]([C@@H](CO)O)O)O)O>>[NH2:34][C@H:35]([C:40]([OH:42])=[O:41])[CH2:36][C:6]1[CH:5]=[CH:4][CH:3]=[CH:2][CH:1]=1 |f:3.4,5.6.7,8.9.10.11|. Procedure: The cell-suspension was transferred onto a minimum medium prepared by adding 5 μg/dl kanamycin, 10 mg/dl L-leucine, 10 mg/dl L-leucine, 10 mg/dl L-arginine, 100 mg/dl D, L-m-fluorophenylalanine and 2 g/dl agar to a basal minimum medium of pH 7.2 containing 0.6 g/dl KH2PO4, 1.4 g/dl K2HPO4, 0.2 g/dl (NH4)2SO4, 0.1 g/dl sodium citrate, 0.02 g/dl MgSO4.7H2O, and 0.5 g/dl glucose. After 3 days cultivation at 37° C., two colonies appeared on the agar-medium. Starting materials: [H-].[Na+] (Sodium hydride), BrCCCCCCCBr (1,7-Dibromoheptane), oil, C(CC(=O)OC)(=O)OC(C)(C)C (t-Butyl methyl malonate). Run in CN(C=O)C (dimethylformamide). Reaction conditions: time 3 hour. Product: BrCCCCCCCC(C(=O)OC(C)(C)C)C(=O)OC (t-butyl methyl 7-bromoheptylmalonate). As a reaction SMILES: [H-].[Na+].[C:3]([O:10][C:11]([CH3:14])([CH3:13])[CH3:12])(=[O:9])[CH2:4][C:5]([O:7][CH3:8])=[O:6].[Br:15][CH2:16][CH2:17][CH2:18][CH2:19][CH2:20][CH2:21][CH2:22]Br>CN(C)C=O>[Br:15][CH2:16][CH2:17][CH2:18][CH2:19][CH2:20][CH2:21][CH2:22][CH:4]([C:5]([O:7][CH3:8])=[O:6])[C:3]([O:10][C:11]([CH3:14])([CH3:13])[CH3:12])=[O:9] |f:0.1|. Procedure: Sodium hydride (3.04 g of a 50% oil dispersion, 127 mmol) is suspended in dimethylformamide (300 ml) and the suspension is cooled to 0° C. t-Butyl methyl malonate (20.08 g, 115 mmol) is added dropwise slowly and the reaction mixture is warmed to room temperature. 1,7-Dibromoheptane (29.75 g, 115 mmol) is added dropwise and the mixture is stirred for 3 hours. The mixture is partitioned between diethyl ether (500 ml) and water (1000 ml). The organic layer is washed with water (3×500 ml), brine (1×... Starting materials: CC(C)(C)OC(=O)N1CCNCC1, O=C(NCC(=O)N1CCCC1C(=O)O)c1ccc(S(=O)(=O)Nc2ccccc2Oc2ccccc2)cc1. The product is CC(C)(C)OC(=O)N1CCN(C(=O)C2CCCN2C(=O)CNC(=O)c2ccc(S(=O)(=O)Nc3ccccc3Oc3ccccc3)cc2)CC1. As a reaction SMILES: [C:38]([CH3:39])([CH3:40])([CH3:41])[O:42][C:43](=[O:44])[N:45]1[CH2:46][CH2:47][NH:48][CH2:49][CH2:50]1.[O:1]([c:2]1[cH:3][cH:4][cH:5][cH:6][cH:7]1)[c:8]1[c:9]([NH:14][S:15](=[O:16])(=[O:17])[c:18]2[cH:19][cH:20][c:21]([C:22](=[O:23])[NH:24][CH2:25][C:26](=[O:27])[N:28]3[CH:29]([C:33](=[O:34])[OH:35])[CH2:30][CH2:31][CH2:32]3)[cH:36][cH:37]2)[cH:10][cH:11][cH:12][cH:13]1>>[O:1]([c:2]1[cH:3][cH:4][cH:5][cH:6][cH:7]1)[c:8]1[c:9]([NH:14][S:15](=[O:16])(=[O:17])[c:18]2[cH:19][cH:20][c:21]([C:22](=[O:23])[NH:24][CH2:25][C:26](=[O:27])[N:28]3[CH:29]([C:33](=[O:35])[N:48]4[CH2:47][CH2:46][N:45]([C:43]([O:42][C:38]([CH3:39])([CH3:40])[CH3:41])=[O:44])[CH2:50][CH2:49]4)[CH2:30][CH2:31][CH2:32]3)[cH:36][cH:37]2)[cH:10][cH:11][cH:12][cH:13]1.